From a dataset of the Open Reaction Database (ORD), a public repository of structured organic reaction records. describe an organic reaction: reactants, conditions, products, and yield Starting materials: COC1=C(CN2C(C3=C(C=4C=CC(=CC24)B(O)O)N(N=C3)C3CCOCC3)=O)C=CC(=C1)OC ([5-(2,4-dimethoxybenzyl)-4-oxo-1-(tetrahydro-2H-pyran-4-yl)-4,5-dihydro-1H-pyrazolo[4,3-c]quinolin-7-yl]boronic acid), C([O-])([O-])=O.[Cs+].[Cs+] (cesium carbonate), Example 44, FC1=C(C=CC(=C1)C=1C(=NC(=CC1C)C)OC)C1=C(C=NN1C1CCOCC1)C(=O)OCC (ethyl 5-[2-fluoro-4-(2-methoxy-4,6-dimethylpyridin-3-yl)phenyl]-1-(tetrahydro-2H-pyran-4-yl)-1H-pyrazole-4-carboxylate), BrC=1C(=NC=CC1C)OCC (3-bromo-2-ethoxy-4-methylpyridine). The reagents and catalysts are C=1C=CC(=CC1)[P](C=2C=CC=CC2)(C=3C=CC=CC3)[Pd]([P](C=4C=CC=CC4)(C=5C=CC=CC5)C=6C=CC=CC6)([P](C=7C=CC=CC7)(C=8C=CC=CC8)C=9C=CC=CC9)[P](C=1C=CC=CC1)(C=1C=CC=CC1)C=1C=CC=CC1 (Pd(PPh3)4). Run in O (water), O1CCOCC1 (1,4-dioxane). The product is COC1=C(CN2C(C3=C(C=4C=CC(=CC24)C=2C(=NC=CC2C)OCC)N(N=C3)C3CCOCC3)=O)C=CC(=C1)OC (5-(2,4-dimethoxybenzyl)-7-(2-ethoxy-4-methylpyridin-3-yl)-1-(tetrahydro-2H-pyran-4-yl)-1H-pyrazolo[4,3-c]quinolin-4(5H)-one). Reaction SMILES: [CH3:1][O:2][C:3]1[CH:32]=[C:31]([O:33][CH3:34])[CH:30]=[CH:29][C:4]=1[CH2:5][N:6]1[C:15]2[CH:14]=[C:13](B(O)O)[CH:12]=[CH:11][C:10]=2[C:9]2[N:19]([CH:22]3[CH2:27][CH2:26][O:25][CH2:24][CH2:23]3)[N:20]=[CH:21][C:8]=2[C:7]1=[O:28].FC1C=C(C2C(OC)=NC(C)=CC=2C)C=CC=1C1N(C2CCOCC2)N=CC=1C(OCC)=O.Br[C:69]1[C:70]([O:76][CH2:77][CH3:78])=[N:71][CH:72]=[CH:73][C:74]=1[CH3:75].C(=O)([O-])[O-].[Cs+].[Cs+]>O1CCOCC1.C1C=CC([P]([Pd]([P](C2C=CC=CC=2)(C2C=CC=CC=2)C2C=CC=CC=2)([P](C2C=CC=CC=2)(C2C=CC=CC=2)C2C=CC=CC=2)[P](C2C=CC=CC=2)(C2C=CC=CC=2)C2C=CC=CC=2)(C2C=CC=CC=2)C2C=CC=CC=2)=CC=1.O>[CH3:1][O:2][C:3]1[CH:32]=[C:31]([O:33][CH3:34])[CH:30]=[CH:29][C:4]=1[CH2:5][N:6]1[C:15]2[CH:14]=[C:13]([C:69]3[C:70]([O:76][CH2:77][CH3:78])=[N:71][CH:72]=[CH:73][C:74]=3[CH3:75])[CH:12]=[CH:11][C:10]=2[C:9]2[N:19]([CH:22]3[CH2:27][CH2:26][O:25][CH2:24][CH2:23]3)[N:20]=[CH:21][C:8]=2[C:7]1=[O:28] |f:3.4.5,^1:94,96,115,134|. Procedure details: [5-(2,4-dimethoxybenzyl)-4-oxo-1-(tetrahydro-2H-pyran-4-yl)-4,5-dihydro-1H-pyrazolo[4,3-c]quinolin-7-yl]boronic acid obtained in Preparation Example 1 (70 mg) was dissolved in 1,4-dioxane (4 mL). 3-bromo-2-ethoxy-4-methylpyridine obtained in Preparation Example 44 (49 mg), Pd(PPh3)4 (8.7 mg), cesium carbonate (148 mg) and water (1 mL) were added to the solution, and the mixture was reacted using a microwave reactor at 130° C. for two hours. The reaction mixture was returned to room temperature a... The reactants are CN(C)C=O, Clc1ccncc1, Cl, [H-], CC(N)CO, [Na+]. Yields the product CC(N)COc1ccncc1. RXN SMILES: [CH3:16][N:17]([CH3:18])[CH:19]=[O:20].[Cl:9][c:10]1[cH:11][cH:12][n:13][cH:14][cH:15]1.[ClH:8].[H-:6].[NH2:1][CH:2]([CH2:3][OH:4])[CH3:5].[Na+:7]>>[NH2:1][CH:2]([CH2:3][O:4][c:10]1[cH:11][cH:12][n:13][cH:14][cH:15]1)[CH3:5]. Starting materials: C1(=CC=CC=C1)S(=O)(=O)CC1=NNC(=N1)C1=CC=CC=C1 (3-benzenesulfonylmethyl-5-phenyl-1H-[1,2,4]triazole), C(C=CC1=CC=CC=C1)#N (cinnamonitrile). Procedure details: The title compound, mp. 214-216° C., was prepared in accordance with the general method of example 22 from 3-benzenesulfonylmethyl-5-phenyl-1H-[1,2,4]triazole and cinnamonitrile. Yields the product C1(=CC=CC=C1)C1=NN2C(C=C(C=C2N)C2=CC=CC=C2)=N1 (2,7-Diphenyl-[1,2,4]triazolo[1,5-a]pyridin-5-ylamine). Reaction SMILES: C1(S([CH2:10][C:11]2[N:15]=[C:14]([C:16]3[CH:21]=[CH:20][CH:19]=[CH:18][CH:17]=3)[NH:13][N:12]=2)(=O)=O)C=CC=CC=1.[C:22](#[N:31])[CH:23]=[CH:24][C:25]1[CH:30]=[CH:29][CH:28]=[CH:27][CH:26]=1>>[C:16]1([C:14]2[N:15]=[C:11]3[CH:10]=[C:24]([C:25]4[CH:30]=[CH:29][CH:28]=[CH:27][CH:26]=4)[CH:23]=[C:22]([NH2:31])[N:12]3[N:13]=2)[CH:17]=[CH:18][CH:19]=[CH:20][CH:21]=1. Reactants: B(OC(C)C)(OC(C)C)OC(C)C (triisopropyl borate), CCCCCC (hexane), C(CCC)[Li] (n-butyllithium), BrC1=CC=C(C=C1)OC (4-bromoanisole). Solvent: O1CCCC1 (tetrahydrofuran). Reaction conditions: time 15 minute. Yields the product COC1=CC=C(C=C1)B(O)O (4-Methoxy-phenylboronic acid). Reaction SMILES: Br[C:2]1[CH:7]=[CH:6][C:5]([O:8][CH3:9])=[CH:4][CH:3]=1.CCCCCC.C([Li])CCC.[B:21](OC(C)C)([O:26]C(C)C)[O:22]C(C)C>O1CCCC1>[CH3:9][O:8][C:5]1[CH:6]=[CH:7][C:2]([B:21]([OH:26])[OH:22])=[CH:3][CH:4]=1. Reported procedure: To a solution of 4-bromoanisole (2 g) in tetrahydrofuran (THF, 32 ml), which was cooled to -78° C., was added a hexane solution of n-butyllithium (0.83 M, 13.5 ml). The solution was stirred 15 minutes, at which time triisopropyl borate (8.6 ml) was added. The solution was stirred for 15 minutes, at which time the solution was allowed to warm to room temperature. Stirring was continued for 12 hrs. The solution was then washed into a hydrochloric acid solution (1M, 60 ml) with a small amount of TH... Reactants: CC(C)(C)c1nnc(N=C=O)s1, CCCNCC=O, c1ccccc1. Yields the product CCCN(CC=O)C(=O)Nc1nnc(C(C)(C)C)s1. RXN SMILES: [C:1]([CH3:2])([CH3:3])([CH3:4])[c:5]1[n:6][n:7][c:8]([N:10]=[C:11]=[O:12])[s:9]1.[CH2:13]([CH2:14][CH3:15])[NH:16][CH2:17][CH:18]=[O:19].[cH:20]1[cH:21][cH:22][cH:23][cH:24][cH:25]1>>[C:1]([CH3:2])([CH3:3])([CH3:4])[c:5]1[n:6][n:7][c:8]([NH:10][C:11](=[O:12])[N:16]([CH2:13][CH2:14][CH3:15])[CH2:17][CH:18]=[O:19])[s:9]1. The reactants are O1C(=NC2=C1C=CC=C2)C=2C=CC(=C(N)C2)NC2CCOCC2 (5-(benzoxazol-2-yl)-2-(tetrahydropyran-4-yl)aminoaniline), C(C)OC(CC(=O)OCC)=N (ethyl 3-ethoxy-3-iminopropionate), C(O)([O-])=O.[Na+] (sodium hydrogen carbonate). Solvent: C(C)O (ethanol). Yields the product O1C(=NC2=C1C=CC=C2)C2=CC1=C(N(C(=N1)CC(=O)OCC)C1CCOCC1)C=C2 (5-(benzoxazol-2-yl)-2-(ethoxycarbonylmethyl)-1-(tetrahydropyran-4-yl)benzimidazole). Isolated yield 95.1%. As a reaction SMILES: [O:1]1[C:5]2[CH:6]=[CH:7][CH:8]=[CH:9][C:4]=2[N:3]=[C:2]1[C:10]1[CH:11]=[CH:12][C:13]([NH:17][CH:18]2[CH2:23][CH2:22][O:21][CH2:20][CH2:19]2)=[C:14]([CH:16]=1)[NH2:15].C(O[C:27](=N)[CH2:28][C:29]([O:31][CH2:32][CH3:33])=[O:30])C.C(=O)([O-])O.[Na+]>C(O)C>[O:1]1[C:5]2[CH:6]=[CH:7][CH:8]=[CH:9][C:4]=2[N:3]=[C:2]1[C:10]1[CH:11]=[CH:12][C:13]2[N:17]([CH:18]3[CH2:23][CH2:22][O:21][CH2:20][CH2:19]3)[C:27]([CH2:28][C:29]([O:31][CH2:32][CH3:33])=[O:30])=[N:15][C:14]=2[CH:16]=1 |f:2.3|. Procedure details: To a solution of 5-(benzoxazol-2-yl)-2-(tetrahydropyran-4-yl)aminoaniline (see Working Example 20-2) (200 mg, 0.646 mmol) in ethanol (5 mL) was added ethyl 3-ethoxy-3-iminopropionate (190 mg, 0.969 mmol), and this was heated to reflux for 2 hours. After the reaction was complete, saturated aqueous sodium hydrogen carbonate solution was added, and this was extracted with ethyl acetate. After the organic layer obtained was dried over anhydrous sodium sulfate, it was filtered and concentrated. The ...